Dataset: the Open Reaction Database (ORD), a public repository of structured organic reaction records. Task: describe an organic reaction: reactants, conditions, products, and yield The reactants are BrCc1ccccc1, O=C([O-])[O-], CC(C)=O, O=c1c2c(Cl)nccc2nc(-c2ccccc2O)n1CCc1ccccc1, [K+], [K+]. The product is O=c1c2c(Cl)nccc2nc(-c2ccccc2OCc2ccccc2)n1CCc1ccccc1. RXN SMILES: [Br:34][CH2:35][c:36]1[cH:37][cH:38][cH:39][cH:40][cH:41]1.[C:28](=[O:29])([O-:30])[O-:31].[CH3:42][C:43](=[O:44])[CH3:45].[Cl:1][c:2]1[n:3][cH:4][cH:5][c:6]2[n:7][c:8](-[c:21]3[c:22]([OH:27])[cH:23][cH:24][cH:25][cH:26]3)[n:9]([CH2:13][CH2:14][c:15]3[cH:16][cH:17][cH:18][cH:19][cH:20]3)[c:10](=[O:12])[c:11]12.[K+:32].[K+:33]>>[Cl:1][c:2]1[n:3][cH:4][cH:5][c:6]2[n:7][c:8](-[c:21]3[c:22]([O:27][CH2:35][c:36]4[cH:37][cH:38][cH:39][cH:40][cH:41]4)[cH:23][cH:24][cH:25][cH:26]3)[n:9]([CH2:13][CH2:14][c:15]3[cH:16][cH:17][cH:18][cH:19][cH:20]3)[c:10](=[O:12])[c:11]12. Reactants: ClC1=C(C(=NC=2N1N=C(N2)C(=O)OC)C)C (7-chloro-5,6-dimethyl-2-methoxycarbonyl-s-triazolo[1,5-a]pyrimidine), [SH-].[Na+] (sodium hydrosulfide), Cl (hydrochloric acid). Solvent: O (water). Conditions: time 1.5 hour. Yields the product CC1=NC=2N(C(=C1C)S)N=C(N2)C(=O)OC (5,6-dimethyl-7-mercapto-2-methoxycarbonyl-s-triazolo[1,5-a]pyrimidine). RXN SMILES: Cl[C:2]1[N:7]2[N:8]=[C:9]([C:11]([O:13][CH3:14])=[O:12])[N:10]=[C:6]2[N:5]=[C:4]([CH3:15])[C:3]=1[CH3:16].[SH-:17].[Na+].Cl>O>[CH3:15][C:4]1[C:3]([CH3:16])=[C:2]([SH:17])[N:7]2[N:8]=[C:9]([C:11]([O:13][CH3:14])=[O:12])[N:10]=[C:6]2[N:5]=1 |f:1.2|. Reported procedure: The product obtained in Step 2 was added all at once at 0° C. to a solution of sodium hydrosulfide (40 g) in 800 ml of water with stirring under a nitrogen stream, the mixture was stirred at 0° C. for 30 minutes and then at room temperature for 1.5 hours, its pH was lowered to 2.0 with concentrated hydrochloric acid. The formed crystals were collected by filtration and washed with 300 ml of water and 200 ml of ethanol, affording 36 g of the objective compound as yellow crystals. The reactants are C1(=CN2CCCC3=CC=CC1=C23)C=2C(NCC2C2=CNC3=CC=CC=C23)=O (3-(5,6-dihydro-4H-pyrrolo[3,2,1-ij]quinolin-1-yl)-4-(1H-indol-3-yl)-1,5-dihydro-pyrrol-2-one), [Mg] (magnesium). The solvent is CO (MeOH). Conditions: temperature 60 celsius, time 15 minute. The product is C1(=CN2CCCC3=CC=CC1=C23)[C@@H]2C(NC[C@H]2C2=CNC3=CC=CC=C23)=O ((±)-trans-3-(5,6-dihydro-4H-pyrrolo[3,2,1-ij]quinolin-1-yl)-4-(1H-indol-3-yl)-pyrrolidin-2-one). Isolated yield 26.7%. Reaction SMILES: [C:1]1([C:13]2[C:14](=[O:27])[NH:15][CH2:16][C:17]=2[C:18]2[C:26]3[C:21](=[CH:22][CH:23]=[CH:24][CH:25]=3)[NH:20][CH:19]=2)[C:11]2=[C:12]3[C:7](=[CH:8][CH:9]=[CH:10]2)[CH2:6][CH2:5][CH2:4][N:3]3[CH:2]=1.[Mg]>CO>[C:1]1([C@H:13]2[C@H:17]([C:18]3[C:26]4[C:21](=[CH:22][CH:23]=[CH:24][CH:25]=4)[NH:20][CH:19]=3)[CH2:16][NH:15][C:14]2=[O:27])[C:11]2=[C:12]3[C:7](=[CH:8][CH:9]=[CH:10]2)[CH2:6][CH2:5][CH2:4][N:3]3[CH:2]=1. Procedure details: A mixture of 3-(5,6-dihydro-4H-pyrrolo[3,2,1-ij]quinolin-1-yl)-4-(1H-indol-3-yl)-1,5-dihydro-pyrrol-2-one (700 mg, 2 mmol), MeOH (25 mL) and magnesium turnings (963 mg, 40 mmol) was heated at 60° C. for 4 h. The reaction mixture was then allowed to cool to room temperature and evaporated. The residue was stirred in 1M HCl (70 mL) for 15 mins and extracted twice with EtOAc. The organics were evaporated and the residue purified using column chromatography (SiO2, EtOAc/MeOH). Tituration with hot Et... Reactants: CSC1=NC(NC=C1)=O (4-Methylthiopyrimid-2-one), BrN1C(CCC1=O)=O (N-bromosuccinimide), CSC1=NC(NC(=C1Br)C)=O (4-Methylthio-5-bromo-6-methylpyrimid-2-one), Ice, S([O-])(O)=O.[Na+] (sodium bisulphite), C(C)(=O)OC(C)=O (acetic anhydride). The solvent is C(C)(=O)O (acetic acid). Reaction conditions: time 40 minute. Yields the product CSC1=NC(NC=C1Br)=O (4-Methylthio-5-bromopyrimid-2-one). The yield is 28.0%. As a reaction SMILES: CSC1C=CNC(=O)N=1.[CH3:10][S:11][C:12]1[C:17]([Br:18])=[C:16](C)[NH:15][C:14](=[O:20])[N:13]=1.C(OC(=O)C)(=O)C.BrN1C(=O)CCC1=O.S(=O)(O)[O-].[Na+]>C(O)(=O)C>[CH3:10][S:11][C:12]1[C:17]([Br:18])=[CH:16][NH:15][C:14](=[O:20])[N:13]=1 |f:4.5|. Procedure: 4-Methylthiopyrimid-2-one (prepared as described in Wheller, L. H. and Johnson, B. T. J. Amer. Chem. Soc. 42 (1909) (30), (0.01 mol) was dissolved at ca. 80° C. in acetic acid (30 ml) containing 2% acetic anhydride. The temperature was lowered to ca. 55° C. and N-bromosuccinimide (0.013 mol) added and the reaction mixture stirred at this temperature for 40 min. Ice-cold water (150 ml) containing a little sodium bisulphite was then added and the precipitated collected and recrystallised from wate... The reactants are aqueous solution, P(=O)(O)(O)P(=O)(O)O (hypophosphoric acid), Br.Br.C(CC)NC1CC2=C(N=C(S2)N)CC1 (N6-propyl-4,5,6,7-tetrahydro-benzothiazole-2,6-diamine dihydrobromide), solution, N(=O)[O-] (nitrite), [OH-].[Na+] (sodium hydroxide). Run in Cl (hydrochloric acid). Reaction conditions: temperature -30 celsius, time 8 hour. The product is C(CC)NC1CC2=C(N=CS2)CC1 (propyl-(4,5,6,7-tetrahydro-benzothiazol-6-yl)-amine). RXN SMILES: Br.Br.[CH2:3]([NH:6][CH:7]1[CH2:16][CH2:15][C:10]2[N:11]=[C:12](N)[S:13][C:9]=2[CH2:8]1)[CH2:4][CH3:5].N([O-])=O.P(P(O)(O)=O)(O)(O)=O.[OH-].[Na+]>Cl>[CH2:3]([NH:6][CH:7]1[CH2:16][CH2:15][C:10]2[N:11]=[CH:12][S:13][C:9]=2[CH2:8]1)[CH2:4][CH3:5] |f:0.1.2,5.6|. Procedure: To a solution of 14.5 g (38.9 mmol) N6-propyl-4,5,6,7-tetrahydro-benzothiazole-2,6-diamine dihydrobromide in 220 mL concentrated aqueous hydrochloric acid at −30° C. is drop wise added 66.3 mL of an aqueous 1N solution nitrite over the course of 30 minutes. After further stirring for 1 hour at the same temperature 5.44 ml (52.5 mmol) of a 50% aqueous solution hypophosphoric acid is added. The reaction mixture is stored at 4° C. overnight. After having cooled down the solution again to −30° C. th... Product: COc1ccc(CC(=O)Nc2ccc(Cl)cc2)cc1. The reactants are COc1ccc(CC(=O)O)cc1, Nc1ccc(Cl)cc1. The yield is 78.6%. The reagents and catalysts are CCN=C=NCCCN(C)C.Cl (EDC-HCl), C1=CC2=C(N=C1)N(N=N2)O (HOAt). Run at temperature 25 celsius, time 2 hour. As a reaction SMILES: Nc1ccc(Cl)cc1.COc1ccc(CC(=O)O)cc1.CCN=C=NCCCN(C)C.Cl.C1=CC2=C(N=C1)N(N=N2)O.CN(C)C=O>>COc1ccc(CC(=O)Nc2ccc(Cl)cc2)cc1. The solvent is CN(C)C=O (DMF), CN(C)C=O (DMF), CN(C)C=O (DMF), CN(C)C=O (DMF), CN(C)C=O (DMF), CN(C)C=O (DMF). Starting materials: ClCC1=NSC2=C1C=C(C=C2)N2C(N(C(=CC2=O)C(F)(F)F)C)=O (3-[3-(chloromethyl)-1,2-benzisothiazol-5-yl]-1-methyl-6-(trifluoromethyl)-2,4(1H,3H)-pyrimidinedione), N(=NC(C#N)(C)C)C(C#N)(C)C (azo-bis-isobutyronitrile), BrN1C(CCC1=O)=O (N-bromosuccinimide), ClCCCl (1,2-dichloroethane), N(=NC(C#N)(C)C)C(C#N)(C)C (azo-bis-isobutyronitrile), BrN1C(CCC1=O)=O (N-bromosuccinimide). The solvent is C(Cl)Cl (methylene chloride). Reaction conditions: time 1 hour. The product is BrC(C1=NSC2=C1C=C(C=C2)N2C(N(C(=CC2=O)C(F)(F)F)C)=O)Cl (3-[3-(Bromochloromethyl)-1,2-benzisothiazol-5-yl]-1-methyl-6-(trifluoromethyl)-2,4(1H,3H)-pyrimidinedione). Isolated yield 78.6%. As a reaction SMILES: [Cl:1][CH2:2][C:3]1[C:7]2[CH:8]=[C:9]([N:12]3[C:17](=[O:18])[CH:16]=[C:15]([C:19]([F:22])([F:21])[F:20])[N:14]([CH3:23])[C:13]3=[O:24])[CH:10]=[CH:11][C:6]=2[S:5][N:4]=1.N(C(C)(C)C#N)=NC(C)(C)C#N.[Br:37]N1C(=O)CCC1=O.ClCCCl>C(Cl)Cl>[Br:37][CH:2]([Cl:1])[C:3]1[C:7]2[CH:8]=[C:9]([N:12]3[C:17](=[O:18])[CH:16]=[C:15]([C:19]([F:22])([F:21])[F:20])[N:14]([CH3:23])[C:13]3=[O:24])[CH:10]=[CH:11][C:6]=2[S:5][N:4]=1. Reported procedure: A mixture of 3-[3-(chloromethyl)-1,2-benzisothiazol-5-yl]-1-methyl-6-(trifluoromethyl)-2,4(1H,3H)-pyrimidinedione (1.00 g, 0.00266 mol), azo-bis-isobutyronitrile (0.100 g), N-bromosuccinimide (0.712 g, 0.00400 mol) and 1,2-dichloroethane is stirred one hour at reflux. Additional azo-bis-isobutyronitrile (0.0500 g) and N-bromosuccinimide (0.100 g) are added and the mixture is stirred two hours at reflux, cooled to room temperature, diluted with methylene chloride, washed with water, dried over an...